This data is from the Open Reaction Database (ORD), a public repository of structured organic reaction records. The task is: describe an organic reaction: reactants, conditions, products, and yield The reactants are O=C1NC(=O)C(=Cc2cnn3c(S(=O)Cc4ccccc4)cc(Nc4cccc(Cl)c4)nc23)N1, CN1CCCC1=O, NCCO, O. Product: O=C1NC(=O)C(=Cc2cnn3c(NCCO)cc(Nc4cccc(Cl)c4)nc23)N1. RXN SMILES: [CH2:1]([S:2](=[O:3])[c:10]1[cH:11][c:12]([NH:27][c:28]2[cH:29][c:30]([Cl:34])[cH:31][cH:32][cH:33]2)[n:13][c:14]2[n:15]1[n:16][cH:17][c:18]2[CH:19]=[C:20]1[C:21](=[O:26])[NH:22][C:23](=[O:25])[NH:24]1)[c:4]1[cH:5][cH:6][cH:7][cH:8][cH:9]1.[CH3:40][N:41]1[CH2:42][CH2:43][CH2:44][C:45]1=[O:46].[NH2:35][CH2:36][CH2:37][OH:38].[OH2:39]>>[c:10]1([NH:35][CH2:36][CH2:37][OH:38])[cH:11][c:12]([NH:27][c:28]2[cH:29][c:30]([Cl:34])[cH:31][cH:32][cH:33]2)[n:13][c:14]2[n:15]1[n:16][cH:17][c:18]2[CH:19]=[C:20]1[C:21](=[O:26])[NH:22][C:23](=[O:25])[NH:24]1. Starting materials: CN(C)C=O, [Cl-], O=[N+]([O-])c1cccc(Cl)c1Cl, CC(Cl)Cl, N#C[Na], O=S(=O)([O-])[O-]. Yields the product N#Cc1c(Cl)cccc1[N+](=O)[O-]. RXN SMILES: [CH3:25][N:26]([CH3:27])[CH:28]=[O:29].[Cl-:12].[Cl:1][c:2]1[c:3]([N+:9](=[O:10])[O-:11])[cH:4][cH:5][cH:6][c:7]1[Cl:8].[Cl:21][CH:22]([Cl:23])[CH3:24].[Na:18][C:19]#[N:20].[O-:13][S:14](=[O:15])(=[O:16])[O-:17]>>[c:2]1([C:19]#[N:20])[c:3]([N+:9](=[O:10])[O-:11])[cH:4][cH:5][cH:6][c:7]1[Cl:8]. Starting materials: C(C)(C)(C)OC(=O)N1C[C@H]([C@H](CC1)NCC1=CC=CC=C1)F ((+/−)-(cis)-tert-butyl-4-(benzylamino)-3-fluoropiperidine-1-carboxylate), [H][H] (hydrogen). The reagents and catalysts are [Pd] (Pd/C). Run in CO (methanol). Yields the product C(C)(C)(C)OC(=O)N1C[C@H]([C@H](CC1)N)F ((+/−)-(cis)-tert-butyl-4-amino-3-fluoropiperidine-1-carboxylate). Isolated yield 85.9%. Reaction SMILES: [C:1]([O:5][C:6]([N:8]1[CH2:13][CH2:12][C@H:11]([NH:14]CC2C=CC=CC=2)[C@H:10]([F:22])[CH2:9]1)=[O:7])([CH3:4])([CH3:3])[CH3:2].[H][H]>CO.[Pd]>[C:1]([O:5][C:6]([N:8]1[CH2:13][CH2:12][C@H:11]([NH2:14])[C@H:10]([F:22])[CH2:9]1)=[O:7])([CH3:4])([CH3:2])[CH3:3]. Procedure details: A mixture of (+/−)-(cis)-tert-butyl-4-(benzylamino)-3-fluoropiperidine-1-carboxylate (100 mg, 0.32 mmol) and 10% Pd/C (10 mg) in methanol (20 mL) was stirred under a balloon of hydrogen for 2 h at room temperature. The reaction mixture was purged with argon, filtered over Celite, rinsed with methanol (10 mL) and the resulting filtrate was concentrated under vacuum to give the title compound as a colorless oil (60 mg, 85%). 1H-NMR (400 MHz, CDCl3) δ ppm: 4.49-4.61 (d, J=48.4 Hz, 1H), 4.30 (s, 1H)... Starting materials: C#C[Si](C)(C)C, COC(C)(C)C, CCN(C(C)C)C(C)C, [Cu]I, COc1nc(C)nc(C(F)(F)F)c1I, CN(C)C=O, Cl[Pd]Cl, c1ccc(P(c2ccccc2)c2ccccc2)cc1, c1ccc(P(c2ccccc2)c2ccccc2)cc1. Yields the product COc1nc(C)nc(C(F)(F)F)c1C#C[Si](C)(C)C. Reaction SMILES: [CH3:15][Si:16]([CH3:17])([CH3:18])[C:19]#[CH:20].[CH3:21][O:22][C:23]([CH3:24])([CH3:25])[CH3:26].[CH:32]([N:33]([CH2:34][CH3:35])[CH:36]([CH3:37])[CH3:38])([CH3:39])[CH3:40].[Cu:41][I:42].[I:1][c:2]1[c:3]([O:13][CH3:14])[n:4][c:5]([CH3:12])[n:6][c:7]1[C:8]([F:9])([F:10])[F:11].[O:27]=[CH:28][N:29]([CH3:30])[CH3:31].[Pd:43]([Cl:44])[Cl:45].[c:46]1([P:47]([c:48]2[cH:49][cH:50][cH:51][cH:52][cH:53]2)[c:54]2[cH:55][cH:56][cH:57][cH:58][cH:59]2)[cH:60][cH:61][cH:62][cH:63][cH:64]1.[c:65]1([P:66]([c:67]2[cH:68][cH:69][cH:70][cH:71][cH:72]2)[c:73]2[cH:74][cH:75][cH:76][cH:77][cH:78]2)[cH:79][cH:80][cH:81][cH:82][cH:83]1>>[c:2]1([C:20]#[C:19][Si:16]([CH3:15])([CH3:17])[CH3:18])[c:3]([O:13][CH3:14])[n:4][c:5]([CH3:12])[n:6][c:7]1[C:8]([F:9])([F:10])[F:11]. The reactants are OCCOCCN(CCOCCNC(OC(C)(C)C)=O)CC(=O)OCC1=CC=CC=C1 (Benzyl 11-(2-(2-hydroxyethoxyl)ethyl)-2,2-dimethyl-4-oxo-3,8-dioxa-5,11-diazatridecan-13-oate). Reagents/catalysts: [Pd] (palladium). Solvent: C(Cl)Cl (DCM), CO (methanol). Reaction conditions: time 8 hour. The product is C(C)(C)(C)OC(=O)NCCOCCN(CC(=O)O)CCOCCO (2-[2-[2-(tert-Butoxycarbonylamino)ethoxy]ethyl-[2-(2-hydroxyethoxyl)ethyl]amino]acetic acid). Isolated yield 120.6%. RXN SMILES: [OH:1][CH2:2][CH2:3][O:4][CH2:5][CH2:6][N:7]([CH2:21][C:22]([O:24]CC1C=CC=CC=1)=[O:23])[CH2:8][CH2:9][O:10][CH2:11][CH2:12][NH:13][C:14](=[O:20])[O:15][C:16]([CH3:19])([CH3:18])[CH3:17]>C(Cl)Cl.CO.[Pd]>[C:16]([O:15][C:14]([NH:13][CH2:12][CH2:11][O:10][CH2:9][CH2:8][N:7]([CH2:6][CH2:5][O:4][CH2:3][CH2:2][OH:1])[CH2:21][C:22]([OH:24])=[O:23])=[O:20])([CH3:19])([CH3:18])[CH3:17]. Procedure details: To a solution of benzyl 2-[2-[2-(tert-butoxycarbonylamino)ethoxy]ethyl-[2-(2-hydroxyethoxyl)ethyl]amino]acetate (19) (1.25 g, 2.84 mmol) in DCM (4 mL) and methanol (6 mL) was added palladium (10%) on activated carbon (100 mg). The resulting mixture was placed under an atmosphere of hydrogen. The mixture was stirred at room temperature overnight and then filtered through Celite. The Celite was washed with methanol (2×20 mL) and the combined filtrates were concentrated at reduced pressure to give ... Procedure details: A solution of Example 51D (504 mg, 1.36 mmol) in THF (5 mL) was stirred at room temperature, followed by addition of 6N aq HCl (3.4 mL, 6.8 mmol). After 10 min water (20 mL) and CH2Cl2 (10 mL) were added and the layers separated. The aqueous layer was washed with CH2Cl2 (5 mL). The aqueous layer was then neutralized with saturated NaHCO3 solution and extracted with CH2Cl2 (3×20 mL). The combined organic layers were dried (Na2SO4), filtered, and concentrated in vacuo. The residue was taken up in ... Run in C(Cl)Cl (CH2Cl2), C1CCOC1 (THF), C(Cl)Cl (CH2Cl2). The product is NC1=C2CC(COC2=CC=C1)O (5-aminochroman-3-ol). Isolated yield 64.5%. Reaction SMILES: C([O:4][CH:5]1[CH2:14][C:13]2[C:8](=[CH:9][CH:10]=[CH:11][C:12]=2[N:15]=C(C2C=CC=CC=2)C2C=CC=CC=2)[O:7][CH2:6]1)(=O)C.Cl.O.C([O-])([O-])=O.[K+].[K+]>C1COCC1.C(Cl)Cl>[NH2:15][C:12]1[CH:11]=[CH:10][CH:9]=[C:8]2[C:13]=1[CH2:14][CH:5]([OH:4])[CH2:6][O:7]2 |f:3.4.5|. Reactants: O (water), C(=O)([O-])[O-].[K+].[K+] (K2CO3), C(C)(=O)OC1COC2=CC=CC(=C2C1)N=C(C1=CC=CC=C1)C1=CC=CC=C1 (5-(diphenylmethyleneamino)chroman-3-yl acetate), Cl (HCl). The reactants are C1CNCCN1, CN1CCCC1=O, COc1cc(N2CCN(C(=O)CCl)CC2)ccc1Cl. Yields the product COc1cc(N2CCN(C(=O)CN3CCNCC3)CC2)ccc1Cl. Reaction SMILES: [CH2:20]1[CH2:21][NH:22][CH2:23][CH2:24][NH:25]1.[CH3:26][N:27]1[CH2:28][CH2:29][CH2:30][C:31]1=[O:32].[Cl:1][CH2:2][C:3](=[O:4])[N:5]1[CH2:6][CH2:7][N:8]([c:11]2[cH:12][c:13]([O:18][CH3:19])[c:14]([Cl:17])[cH:15][cH:16]2)[CH2:9][CH2:10]1>>[CH2:2]([C:3](=[O:4])[N:5]1[CH2:6][CH2:7][N:8]([c:11]2[cH:12][c:13]([O:18][CH3:19])[c:14]([Cl:17])[cH:15][cH:16]2)[CH2:9][CH2:10]1)[N:22]1[CH2:21][CH2:20][NH:25][CH2:24][CH2:23]1. The reactants are C(C1=CC=C(C=C1)OC)(=O)Cl (Anisoyl chloride), C(C)(C)NC(C)O (N-isopropylaminoethanol), C1CCOC1 (THF), C1CCOC1 (THF). Conditions: temperature 7 celsius. The product is C(C)(C)N(C(C1=CC=C(C=C1)OC)=O)CCO (N-Isopropyl-N-(2-hydroxyethyl)-4-methoxybenzamide). Yield: 88.0%. Reaction SMILES: [C:1](Cl)(=[O:10])[C:2]1[CH:7]=[CH:6][C:5]([O:8][CH3:9])=[CH:4][CH:3]=1.[CH:12]([NH:15][CH:16](O)[CH3:17])([CH3:14])[CH3:13].C1C[O:22]CC1>>[CH:12]([N:15]([CH2:16][CH2:17][OH:22])[C:1](=[O:10])[C:2]1[CH:7]=[CH:6][C:5]([O:8][CH3:9])=[CH:4][CH:3]=1)([CH3:14])[CH3:13]. Procedure: Anisoyl chloride (17.1 g, 0.1 mol) in THF (100 mL) was added dropwise to a solution of N-isopropylaminoethanol (41.3 g, 0.4 mol) in THF (200 mL) under magnetic stirring at 4 to 10° C. The reaction mixture was stirred for 2 h at room temperature, and the solvent was evaporated in vacuo. The residue was dissolved in ice-cold water (200 mL), and the solution was neutralized with conc. hydrochloric acid. The 10 emulsion was extracted with ethyl acetate (3′ 150 mL). Extracts were washed with saturate...